Dataset: the Open Reaction Database (ORD), a public repository of structured organic reaction records. Task: describe an organic reaction: reactants, conditions, products, and yield Reactants: CC(C(=O)OC(C)(C)C)(CC(=O)O[C@@H]1C([C@@H]2CC[C@]3([C@@]4(CC[C@@]5(C([C@H]4CC[C@@H]3[C@]2(CC1)C)=C(C(C5)=O)C(C)C)\C=C\C(=O)N[C@@H](C)C5=CC=C(C=C5)Cl)C)C)(C)C)C (1-tert-butyl 4-((3aS,5aR,5bR,7aR,9S,11aR,11bR,13aS)-3a-((E)-3-(((S)-1-(4-chlorophenyl)ethyl)amino)-3-oxoprop-1-en-1-yl)-1-isopropyl-5a,5b,8,8,11a-pentamethyl-2-oxo-3,3a,4,5,5a,5b,6,7,7a,8,9,10,11,11a,11b,12,13,13a-octadecahydro-2H-cyclopenta[a]chrysen-9-yl) 2,2-dimethylsuccinate), C(=O)(C(F)(F)F)O (TFA), CC#N (MeCN). The solvent is ClCCl (Dichloromethane). Yields the product C(=O)(C(F)(F)F)O.O (TFA H2O), ClC1=CC=C(C=C1)[C@H](C)NC(/C=C/[C@]12C([C@H]3CC[C@@H]4[C@]5(CC[C@@H](C([C@@H]5CC[C@]4([C@@]3(CC1)C)C)(C)C)OC(CC(C(=O)O)(C)C)=O)C)=C(C(C2)=O)C(C)C)=O (4-(((3aS,5aR,5bR,7aR,9S,11aR,11bR,13aS)-3a-((E)-3-(((S)-1-(4-chlorophenyl)ethyl)amino)-3-oxoprop-1-en-1-yl)-1-isopropyl-5a,5b,8,8,11a-pentamethyl-2-oxo-3,3a,4,5,5a,5b,6,7,7a,8,9,10,11,11a,11b,12,13,13a-octadecahydro-2H-cyclopenta[a]chrysen-9-yl)oxy)-2,2-dimethyl-4-oxobutanoic acid). Isolated yield 30.8%. Reaction SMILES: [CH3:1][C:2]([CH3:58])([CH2:10][C:11]([O:13][C@H:14]1[CH2:31][CH2:30][C@@:29]2([CH3:32])[C@@H:16]([CH2:17][CH2:18][C@:19]3([CH3:55])[C@@H:28]2[CH2:27][CH2:26][C@H:25]2[C@@:20]3([CH3:54])[CH2:21][CH2:22][C@@:23]3(/[CH:40]=[CH:41]/[C:42]([NH:44][C@H:45]([C:47]4[CH:52]=[CH:51][C:50]([Cl:53])=[CH:49][CH:48]=4)[CH3:46])=[O:43])[CH2:35][C:34](=[O:36])[C:33]([CH:37]([CH3:39])[CH3:38])=[C:24]32)[C:15]1([CH3:57])[CH3:56])=[O:12])[C:3]([O:5]C(C)(C)C)=[O:4].[C:59]([OH:65])([C:61]([F:64])([F:63])[F:62])=[O:60].CC#N>ClCCl>[C:59]([OH:65])([C:61]([F:64])([F:63])[F:62])=[O:60].[OH2:4].[Cl:53][C:50]1[CH:49]=[CH:48][C:47]([C@@H:45]([NH:44][C:42](=[O:43])/[CH:41]=[CH:40]/[C@:23]23[CH2:35][C:34](=[O:36])[C:33]([CH:37]([CH3:39])[CH3:38])=[C:24]2[C@@H:25]2[C@@:20]([CH3:54])([CH2:21][CH2:22]3)[C@@:19]3([CH3:55])[C@@H:28]([C@:29]4([CH3:32])[C@@H:16]([CH2:17][CH2:18]3)[C:15]([CH3:56])([CH3:57])[C@@H:14]([O:13][C:11](=[O:12])[CH2:10][C:2]([CH3:1])([CH3:58])[C:3]([OH:5])=[O:4])[CH2:31][CH2:30]4)[CH2:27][CH2:26]2)[CH3:46])=[CH:52][CH:51]=1 |f:4.5|. Procedure: To a solution of 1-tert-butyl 4-((3aS,5aR,5bR,7aR,9S,11aR,11bR,13aS)-3a-((E)-3-(((S)-1-(4-chlorophenyl)ethyl)amino)-3-oxoprop-1-en-1-yl)-1-isopropyl-5a,5b,8,8,11a-pentamethyl-2-oxo-3,3a,4,5,5a,5b,6,7,7a,8,9,10,11,11a,11b,12,13,13a-octadecahydro-2H-cyclopenta[a]chrysen-9-yl) 2,2-dimethylsuccinate (420 mg, 0.513 mmol) in Dichloromethane (6 mL) was added TFA (3 mL, 0.513 mmol). The reaction mixture was stirred at r.t for 2 hs and evaporated in vacuo to afford crude product, which was purified by pr... The reactants are ClCCCCCCNC1=C(C=NC2=CC=CC=C12)N (N4-(6-Chlorohexyl)quinoline-3,4-diamine), C(C)(OCC)(OCC)OCC (triethyl orthoacetate), Cl.N1=CC=CC=C1 (pyridine hydrochloride). Solvent: C1(=CC=CC=C1)C (toluene). Reaction conditions: temperature 140 celsius, time 1.5 hour. Product: ClCCCCCCN1C(=NC=2C=NC=3C=CC=CC3C21)C (1-(6-chlorohexyl)-2-methyl-1H-imidazo[4,5-c]quinoline). Yield: 69.9%. RXN SMILES: [Cl:1][CH2:2][CH2:3][CH2:4][CH2:5][CH2:6][CH2:7][NH:8][C:9]1[C:18]2[C:13](=[CH:14][CH:15]=[CH:16][CH:17]=2)[N:12]=[CH:11][C:10]=1[NH2:19].[C:20](OCC)(OCC)(OCC)[CH3:21].Cl.N1C=CC=CC=1>C1(C)C=CC=CC=1>[Cl:1][CH2:2][CH2:3][CH2:4][CH2:5][CH2:6][CH2:7][N:8]1[C:9]2[C:18]3[CH:17]=[CH:16][CH:15]=[CH:14][C:13]=3[N:12]=[CH:11][C:10]=2[N:19]=[C:20]1[CH3:21] |f:2.3|. Procedure details: N4-(6-Chlorohexyl)quinoline-3,4-diamine (5 g, 18 mmol), triethyl orthoacetate (2.92 g, 18 mmol), toluene (75 mL), and a catalytic amount of pyridine hydrochloride were combined in a pressure vessel and heated to 140° C. After about 1.5 hours the reaction mixture was allowed to cool and then it was concentrated under reduced pressure to provide 3.8 g of 1-(6-chlorohexyl)-2-methyl-1H-imidazo[4,5-c]quinoline as a dark orange oil. Starting materials: O=[Ag], CCOC(=O)CC(O)C(C)=CCc1c(OC)c(C)c2c(c1C(C)(C)C)C(=O)OC2O[SiH](C)C, CI, CC#N. The product is CCOC(=O)CC(OC)C(C)=CCc1c(OC)c(C)c2c(c1C(C)(C)C)C(=O)OC2O[SiH](C)C. As a reaction SMILES: [Ag:39]=[O:40].[C:1]([CH3:2])([CH3:3])([CH3:4])[c:5]1[c:6]2[c:10]([c:11]([CH3:28])[c:12]([O:26][CH3:27])[c:13]1[CH2:14][CH:15]=[C:16]([CH:17]([CH2:18][C:19](=[O:20])[O:21][CH2:22][CH3:23])[OH:24])[CH3:25])[CH:9]([O:29][SiH:30]([CH3:31])[CH3:32])[O:8][C:7]2=[O:33].[CH3:34][I:35].[CH3:36][C:37]#[N:38]>>[C:1]([CH3:2])([CH3:3])([CH3:4])[c:5]1[c:6]2[c:10]([c:11]([CH3:28])[c:12]([O:26][CH3:27])[c:13]1[CH2:14][CH:15]=[C:16]([CH:17]([CH2:18][C:19](=[O:20])[O:21][CH2:22][CH3:23])[O:24][CH3:34])[CH3:25])[CH:9]([O:29][SiH:30]([CH3:31])[CH3:32])[O:8][C:7]2=[O:33]. The reactants are C(C)(=S)NC[C@H]1CN(C(O1)=O)C1=CC(=C(C=C1)C(=O)OC1=C(C(=C(C(=C1F)F)F)F)F)F (5-(S)-thioacetamidomethyl-3-[4′-(pentafluorophenoxy)carbonyl-3′-fluorophenyl]oxazolidine-2-one), C[O-].[Na+] (sodium methoxide). Solvent: CO (methanol), CO (methanol). Product: C(C)(=S)NC[C@H]1CN(C(O1)=O)C1=CC(=C(C=C1)C(=O)OC)F (5-(S)-Thioacetamidomethyl-3-[4′-methoxycarbonyl-3′-fluorophenyl]oxazoli-dine-2-one). The yield is 83.6%. RXN SMILES: [C:1]([NH:4][CH2:5][C@@H:6]1[O:10][C:9](=[O:11])[N:8]([C:12]2[CH:17]=[CH:16][C:15]([C:18]([O:20][C:21]3C(F)=C(F)C(F)=C(F)C=3F)=[O:19])=[C:14]([F:32])[CH:13]=2)[CH2:7]1)(=[S:3])[CH3:2].C[O-].[Na+]>CO>[C:1]([NH:4][CH2:5][C@@H:6]1[O:10][C:9](=[O:11])[N:8]([C:12]2[CH:17]=[CH:16][C:15]([C:18]([O:20][CH3:21])=[O:19])=[C:14]([F:32])[CH:13]=2)[CH2:7]1)(=[S:3])[CH3:2] |f:1.2|. Procedure details: A solution of 5-(S)-thioacetamidomethyl-3-[4′-(pentafluorophenoxy)carbonyl-3′-fluorophenyl]oxazolidine-2-one (0.100 g, 0.209 mmol) and 25% sodium methoxide in methanol (0.0573 ml, 0.251 mmol) in methanol (2 mL) was stirred at r.t. for 1 h. solvent was removed under vacuum and the residue purified by PTLC (10% MeOH in DCM) to give the pure product as a white solid (0.057 g, 84%). M.p. 152-4° C. MS (m/z): [M+H]+=327. Reactants: ClC=1C=C(C=CC1)C=1C=C2CC(NC2=CC1)=O (5-(3-Chloro-phenyl)-1,3-dihydro-indol-2-one), SeO2, O1CCOCC1 (dioxane). Yields the product ClC=1C=C(C=CC1)C=1C=C2C(C(NC2=CC1)=O)=O.ClC=1C=C(C=CC1)C=1C=C2C3(C(NC2=CC1)=O)OCCO3 (5′-(3-Chlorophenyl)spiro[1,3-dioxolane-2,3′-[3H]indol]-2′(1′H)-one 5-[3-Chloro-phenyl]-1H-indole-2,3-dione). Yield: 76.0%. RXN SMILES: [Cl:1][C:2]1[CH:3]=[C:4]([C:8]2[CH:9]=[C:10]3[C:14](=[CH:15][CH:16]=2)[NH:13][C:12](=[O:17])[CH2:11]3)[CH:5]=[CH:6][CH:7]=1.[O:18]1CC[O:21][CH2:20][CH2:19]1>>[Cl:1][C:2]1[CH:3]=[C:4]([C:8]2[CH:9]=[C:10]3[C:14](=[CH:15][CH:16]=2)[NH:13][C:12](=[O:17])[C:11]3=[O:18])[CH:5]=[CH:6][CH:7]=1.[Cl:1][C:2]1[CH:3]=[C:4]([C:8]2[CH:9]=[C:10]3[C:14](=[CH:15][CH:16]=2)[NH:13][C:12](=[O:17])[C:11]23[O:21][CH2:20][CH2:19][O:18]2)[CH:5]=[CH:6][CH:7]=1 |f:2.3|. Procedure details: A solution of 5-(3-Chloro-phenyl)-1,3-dihydro-indol-2-one (10.0 g, 41 mmol) in dioxane (200 cm3) and SeO2 (22.8 g, 205 mmol) was brought to reflux for 2 h then cooled to RT and concentrated onto Florisil. The Florisil washed (acetone:CHCl3 1:9) and the combined organic extracts were evaporated. The residue was purified by column chromatography (SiO2, acetone:CHCl3 1:8) to afford the subtitled compound (8 g, 31 mmol, 76%) as a tan solid: m.p. 256-258° C., 1H NMR (THF-d8) δ 6.96 (d, J=8.8 Hz, 1H),...